This data is from the Open Reaction Database (ORD), a public repository of structured organic reaction records. The task is: describe an organic reaction: reactants, conditions, products, and yield Starting materials: crude material, N([C@@H]([C@H](OCC1=CC=CC=C1)C)C(=O)N[C@@H](CC1=CC=C(C=C1)OCC1=CC=CC=C1)C(=O)N1[C@H](C(=O)OCC2=CC=CC=C2)CCC1)C(=O)OC(C)(C)C (BOC-Thr(Bzl)-Tyr(Bzl)-Pro-OBzl), [OH-].[Na+] (NaOH), Cl (HCl), C(C)OCC (ethyl ether). The solvent is C(C)(=O)OCC (ethyl acetate), C1CCOC1 (THF). Run at time 4 hour. Product: N([C@@H]([C@H](OCC1=CC=CC=C1)C)C(=O)N[C@@H](CC1=CC=C(C=C1)OCC1=CC=CC=C1)C(=O)N1[C@H](C(=O)O)CCC1)C(=O)OC(C)(C)C (BOC-Thr(Bzl)-Tyr(Bzl)-Pro-OH). Yield: 84.0%. RXN SMILES: [NH:1]([C:49]([O:51][C:52]([CH3:55])([CH3:54])[CH3:53])=[O:50])[C@H:2]([C:13]([NH:15][C@H:16]([C:32]([N:34]1[CH2:48][CH2:47][CH2:46][C@H:35]1[C:36]([O:38]CC1C=CC=CC=1)=[O:37])=[O:33])[CH2:17][C:18]1[CH:23]=[CH:22][C:21]([O:24][CH2:25][C:26]2[CH:31]=[CH:30][CH:29]=[CH:28][CH:27]=2)=[CH:20][CH:19]=1)=[O:14])[C@@H:3]([CH3:12])[O:4][CH2:5][C:6]1[CH:11]=[CH:10][CH:9]=[CH:8][CH:7]=1.[OH-].[Na+].Cl.C(OCC)C>C1COCC1.C(OCC)(=O)C>[NH:1]([C:49]([O:51][C:52]([CH3:53])([CH3:55])[CH3:54])=[O:50])[C@H:2]([C:13]([NH:15][C@H:16]([C:32]([N:34]1[CH2:48][CH2:47][CH2:46][C@H:35]1[C:36]([OH:38])=[O:37])=[O:33])[CH2:17][C:18]1[CH:23]=[CH:22][C:21]([O:24][CH2:25][C:26]2[CH:27]=[CH:28][CH:29]=[CH:30][CH:31]=2)=[CH:20][CH:19]=1)=[O:14])[C@@H:3]([CH3:12])[O:4][CH2:5][C:6]1[CH:7]=[CH:8][CH:9]=[CH:10][CH:11]=1 |f:1.2|. Procedure details: BOC-Thr(Bzl)-Tyr(Bzl)-Pro-OBzl (14.2 g.) was dissolved in THF (30 ml.), and 1 N NaOH solution (23 ml.) was added dropwise for 15 minutes at -5° C. After stirring for 4 hours at room temperature, the pH was adjusted to 7 with 1 N HCl addition, then the mixture was concentrated in vacuo to remove THF. Water was added to the aqueous layer and after washing with ethyl ether, the pH of the water layer was adjusted to pH 2 by adding 1 N HCl, then extracted twice with ethyl acetate. The ethyl acetate l... Reactants: Br, O=C([O-])O, COc1ccc2ncccc2c1, [Na+]. The product is Oc1ccc2ncccc2c1. As a reaction SMILES: [BrH:18].[C:13](=[O:14])([OH:15])[O-:16].[CH3:1][O:2][c:3]1[cH:4][c:5]2[cH:6][cH:7][cH:8][n:9][c:10]2[cH:11][cH:12]1.[Na+:17]>>[OH:2][c:3]1[cH:4][c:5]2[cH:6][cH:7][cH:8][n:9][c:10]2[cH:11][cH:12]1. Starting materials: O=C1NCC=2N(C3=C1SC=C3)C=NC2C(=O)OCC (ethyl 5,6-dihydro-6-oxo-4H-imidazo[1,5-a]thieno[2,3-f][1,4]diazepine-3-carboxylate), COC=1C=CC(=CC1)P2(=S)SP(=S)(S2)C=3C=CC(=CC3)OC (Lawesson reagent). As a reaction SMILES: O=[C:2]1[C:8]2[S:9][CH:10]=[CH:11][C:7]=2[N:6]2[CH:12]=[N:13][C:14]([C:15]([O:17][CH2:18][CH3:19])=[O:16])=[C:5]2[CH2:4][NH:3]1.COC1C=CC(P2(SP(C3C=CC(OC)=CC=3)(=S)S2)=[S:29])=CC=1>C1(C)C=CC=CC=1>[S:29]=[C:2]1[C:8]2[S:9][CH:10]=[CH:11][C:7]=2[N:6]2[CH:12]=[N:13][C:14]([C:15]([O:17][CH2:18][CH3:19])=[O:16])=[C:5]2[CH2:4][NH:3]1. The yield is 132.1%. Reported procedure: 4. 24.07 g of ethyl 5,6-dihydro-6-oxo-4H-imidazo[1,5-a]thieno[2,3-f][1,4]diazepine-3-carboxylate are suspended in 260 ml of toluene and treated with 22.73 g of Lawesson reagent. The mixture is heated to reflux temperature for 1.25 h., then cooled and filtered. The filter cake is dried. 21.78 g of ethyl 5,6-dihydro-6-thioxo-4H-imidazo[1,5-a]thieno[2,3-f][1,4]diazepine-3-carboxylate are obtained. Run in C1(=CC=CC=C1)C (toluene). The product is S=C1NCC=2N(C3=C1SC=C3)C=NC2C(=O)OCC (ethyl 5,6-dihydro-6-thioxo-4H-imidazo[1,5-a]thieno[2,3-f][1,4]diazepine-3-carboxylate). Reactants: [H][H] (hydrogen), O[C@H]1COCC1 ((R)-(−)-3-hydroxytetrahydrofuran), [H-].[Na+] (NaH), BrC=1C(=NC(=NC1)Cl)Cl (5-bromo-2,4-dichloropyrimidine), O[C@H]1COCC1 ((R)-(−)-3-hydroxytetrahydrofuran). The solvent is C1CCOC1 (THF), C1CCOC1 (THF). Reaction conditions: temperature 0 celsius, time 5 minute. Yields the product BrC=1C(=NC(=NC1)Cl)O[C@H]1COCC1 ((R)-5-Bromo-2-chloro-4-(tetrahydrofuran-3-yloxy)pyrimidine). Isolated yield 40.8%. RXN SMILES: [OH:1][C@@H:2]1[CH2:6][CH2:5][O:4][CH2:3]1.[H-].[Na+].[H][H].[Br:11][C:12]1[C:13](Cl)=[N:14][C:15]([Cl:18])=[N:16][CH:17]=1>C1COCC1>[Br:11][C:12]1[C:13]([O:1][C@@H:2]2[CH2:6][CH2:5][O:4][CH2:3]2)=[N:14][C:15]([Cl:18])=[N:16][CH:17]=1 |f:1.2|. Reported procedure: To a solution of (R)-(−)-3-hydroxytetrahydrofuran (0.9 g, 10.2 mmol) in 1.2 mL anhydrous THF at 0° C. was added NaH (60% in mineral oil, 100 mg, 2.5 mmol). The mixture was stirred at 0° C. for 5 min and then r.t. for 2 h until there was no hydrogen bubbles generated. This mixture was added slowly to a solution of 5-bromo-2,4-dichloropyrimidine (570 mg, 2.5 mmol) and (R)-(−)-3-hydroxytetrahydrofuran (0.1 g, 1.1 mmol) in 0.8 mL THF at −10° C., and then the reaction mixture was stirred at the same ... RXN SMILES: [Br:1][CH2:2][CH2:3][C:4](=[O:5])[NH:6][c:7]1[s:8][c:9](-[c:13]2[n:14][c:15]([NH:19][c:20]3[cH:21][cH:22][c:23]([Cl:26])[cH:24][cH:25]3)[n:16][cH:17][cH:18]2)[c:10]([CH3:12])[n:11]1.[CH2:27]([CH3:28])[N:29]([CH2:30][CH2:31][NH2:32])[CH2:33][CH3:34].[CH3:35][C:36]#[N:37]>>[CH2:2]([CH2:3][C:4](=[O:5])[NH:6][c:7]1[s:8][c:9](-[c:13]2[n:14][c:15]([NH:19][c:20]3[cH:21][cH:22][c:23]([Cl:26])[cH:24][cH:25]3)[n:16][cH:17][cH:18]2)[c:10]([CH3:12])[n:11]1)[NH:32][CH2:31][CH2:30][N:29]([CH2:27][CH3:28])[CH2:33][CH3:34]. The reactants are Cc1nc(NC(=O)CCBr)sc1-c1ccnc(Nc2ccc(Cl)cc2)n1, CCN(CC)CCN, CC#N. Yields the product CCN(CC)CCNCCC(=O)Nc1nc(C)c(-c2ccnc(Nc3ccc(Cl)cc3)n2)s1.